This data is from the Open Reaction Database (ORD), a public repository of structured organic reaction records. The task is: describe an organic reaction: reactants, conditions, products, and yield Starting materials: ClC=1C=C(C(=O)Cl)C=CC1 (3-chlorobenzoyl chloride), ON=C(C(C)O)N (N′,2-dihydroxypropanimidamide), CCOCC (Et2O). Run in C1CCOC1 (THF). Run at time 2 hour. Yields the product ClC=1C=C(C(=O)ON=C(C(C)O)N)C=CC1 (N′-[(3-chlorobenzoyl)oxy]-2-hydroxypropanimidamide). Reaction SMILES: [OH:1][N:2]=[C:3]([NH2:7])[CH:4]([OH:6])[CH3:5].[Cl:8][C:9]1[CH:10]=[C:11]([CH:15]=[CH:16][CH:17]=1)[C:12](Cl)=[O:13].CCOCC>C1COCC1>[Cl:8][C:9]1[CH:10]=[C:11]([CH:15]=[CH:16][CH:17]=1)[C:12]([O:1][N:2]=[C:3]([NH2:7])[CH:4]([OH:6])[CH3:5])=[O:13]. Procedure: 6.45 g crude N′,2-dihydroxypropanimidamide was cooled on an ice-bath with 23.5 mL DEA in THF (200 mL). To this slurry 21.94 g 3-chlorobenzoyl chloride was added. The mixture was warmed to r.t. and stirred for 2 h. Addition of Et2O (200 mL), washing with sat. aq. NH4Cl and re-extraction of the aq. layer gave after combining and concentration of the org. layers followed by drying in vacuo 27.24 g of crude title compound, which was used directly in the next step for 1-[5-(3-chlorophenyl)-[1,2,4]oxa... Starting materials: N1(CCCCCC1)CCN1CCC(CC1)NC(=O)C=1NC2=CC=CC(=C2C1)OC1=CC=C(C=C1)C (4-p-Tolyloxy-1H-indole-2-carboxylic acid [1-(2-azepan-1-yl-ethyl)piperidin-4-yl]-amide), Cl.Cl.Cl.NC1CCN(CC1)CCN1CCC(CC1)O (1-[2-(4-Amino-piperidin-1-yl)-ethyl]-piperidin-4-ol tri-hydrochloride). Yields the product OC1CCN(CC1)CCN1CCC(CC1)NC(=O)C=1NC2=CC=CC(=C2C1)OC1=CC=C(C=C1)C (4-p-Tolyloxy-1H-indole-2-carboxylic acid {1-[2-(4-hydroxy-piperidin-1-yl)-ethyl]-piperidin-4-yl}-amide). As a reaction SMILES: [N:1]1([CH2:8][CH2:9][N:10]2[CH2:15][CH2:14][CH:13]([NH:16][C:17]([C:19]3[NH:20][C:21]4[C:26]([CH:27]=3)=[C:25]([O:28][C:29]3[CH:34]=[CH:33][C:32]([CH3:35])=[CH:31][CH:30]=3)[CH:24]=[CH:23][CH:22]=4)=[O:18])[CH2:12][CH2:11]2)[CH2:7][CH2:6][CH2:5][CH2:4]C[CH2:2]1.Cl.Cl.Cl.NC1CCN(CCN2CCC([OH:54])CC2)CC1>>[OH:54][CH:5]1[CH2:4][CH2:2][N:1]([CH2:8][CH2:9][N:10]2[CH2:15][CH2:14][CH:13]([NH:16][C:17]([C:19]3[NH:20][C:21]4[C:26]([CH:27]=3)=[C:25]([O:28][C:29]3[CH:30]=[CH:31][C:32]([CH3:35])=[CH:33][CH:34]=3)[CH:24]=[CH:23][CH:22]=4)=[O:18])[CH2:12][CH2:11]2)[CH2:7][CH2:6]1 |f:1.2.3.4|. Procedure details: This compound is synthesized analogously to Example 1 from 4-p-tolyloxy-1H-indole-2-carboxylic acid 137 (see example 115) and amine 21. The reactants are Br, CC(C)(C)c1ccccc1N, CS(C)=O, CC(=O)O, [Na+], [OH-], O. Product: CC(C)(C)c1cc(Br)ccc1N. RXN SMILES: [BrH:12].[C:1]([CH3:2])([CH3:3])([CH3:4])[c:5]1[c:6]([NH2:7])[cH:8][cH:9][cH:10][cH:11]1.[CH3:13][S:14]([CH3:15])=[O:16].[CH3:19][C:20](=[O:21])[OH:22].[Na+:18].[OH-:17].[OH2:23]>>[C:1]([CH3:2])([CH3:3])([CH3:4])[c:5]1[c:6]([NH2:7])[cH:8][cH:9][c:10]([Br:12])[cH:11]1. The reactants are C(=O)([O-])[O-].[Na+].[Na+] (Na2CO3), N#N (N2), ClC1=C(C2=C(N=CN=C2N)N1C1=CC(=CC=C1)[N+](=O)[O-])I (6-chloro-5-iodo-7-(3-nitrophenyl)-7H-pyrrolo[2,3-d]pyrimidin-4-amine), ClC1=CC=C(C=C1)B(O)O (4-chlorophenylboronic acid). Reagents/catalysts: C1=CC=C(C=C1)P([C-]2C=CC=C2)C3=CC=CC=C3.C1=CC=C(C=C1)P([C-]2C=CC=C2)C3=CC=CC=C3.Cl[Pd]Cl.[Fe+2] (Pd(dppf)Cl2). Solvent: COCCOC (DME), O (H2O), C(Cl)Cl (DCM), C(Cl)Cl (DCM), CO (MeOH). Run at temperature 90 celsius. The product is ClC1=C(C2=C(N=CN=C2N)N1C1=CC(=CC=C1)[N+](=O)[O-])C1=CC=C(C=C1)Cl (6-chloro-5-(4-chlorophenyl)-7-(3-nitrophenyl)-7H-pyrrolo[2,3-d]pyrimidin-4-amine). Isolated yield 95.5%. Reaction SMILES: [Cl:1][C:2]1[N:11]([C:12]2[CH:17]=[CH:16][CH:15]=[C:14]([N+:18]([O-:20])=[O:19])[CH:13]=2)[C:5]2[N:6]=[CH:7][N:8]=[C:9]([NH2:10])[C:4]=2[C:3]=1I.[Cl:22][C:23]1[CH:28]=[CH:27][C:26](B(O)O)=[CH:25][CH:24]=1.C([O-])([O-])=O.[Na+].[Na+].N#N>COCCOC.O.C(Cl)Cl.C1C=CC(P(C2C=CC=CC=2)[C-]2C=CC=C2)=CC=1.C1C=CC(P(C2C=CC=CC=2)[C-]2C=CC=C2)=CC=1.Cl[Pd]Cl.[Fe+2].CO>[Cl:1][C:2]1[N:11]([C:12]2[CH:17]=[CH:16][CH:15]=[C:14]([N+:18]([O-:20])=[O:19])[CH:13]=2)[C:5]2[N:6]=[CH:7][N:8]=[C:9]([NH2:10])[C:4]=2[C:3]=1[C:26]1[CH:27]=[CH:28][C:23]([Cl:22])=[CH:24][CH:25]=1 |f:2.3.4,9.10.11.12|. Procedure: A mixture of 6-chloro-5-iodo-7-(3-nitrophenyl)-7H-pyrrolo[2,3-d]pyrimidin-4-amine (18) (1.4 g, 3.4 mmol), 4-chlorophenylboronic acid (696 mg, 4.5 mmol), Pd(dppf)Cl2.DCM (140 mg, 0.17 mmol) and Na2CO3 (1.1 g, 10.3 mmol) in DME (30 mL) and H2O (15 mL) was purged with N2 before heated to 90° C. overnight. After cooled down to r.t., the reaction was quenched with H2O (50 mL). The resulting mixture was extracted with DCM contained 25% i-PrOH(50 mL×3). The combined organic phase were washed with brine... The reactants are CC[O-], CCO, CCc1c(Cl)nn2c(N)nnc2c1C, [Na+]. Product: CCOc1nn2c(N)nnc2c(C)c1CC. As a reaction SMILES: [CH3:16][CH2:17][O-:18].[CH3:19][CH2:20][OH:21].[Cl:1][c:2]1[c:3]([CH2:13][CH3:14])[c:4]([CH3:12])[c:5]2[n:6]([n:7]1)[c:8]([NH2:11])[n:9][n:10]2.[Na+:15]>>[c:2]1([O:18][CH2:17][CH3:16])[c:3]([CH2:13][CH3:14])[c:4]([CH3:12])[c:5]2[n:6]([n:7]1)[c:8]([NH2:11])[n:9][n:10]2. Reactants: C1CCOC1, COC(=O)Cc1ccc(NC(=O)c2cn(C(C)C)c3ccccc23)c(Cl)c1, [Na+], [OH-]. Yields the product CC(C)n1cc(C(=O)Nc2ccc(CC(=O)O)cc2Cl)c2ccccc21. As a reaction SMILES: [CH2:30]1[O:31][CH2:32][CH2:33][CH2:34]1.[Cl:3][c:4]1[cH:5][c:6]([CH2:25][C:26](=[O:27])[O:28][CH3:29])[cH:7][cH:8][c:9]1[NH:10][C:11](=[O:12])[c:13]1[cH:14][n:15]([CH:22]([CH3:23])[CH3:24])[c:16]2[cH:17][cH:18][cH:19][cH:20][c:21]12.[Na+:2].[OH-:1]>>[Cl:3][c:4]1[cH:5][c:6]([CH2:25][C:26](=[O:27])[OH:28])[cH:7][cH:8][c:9]1[NH:10][C:11](=[O:12])[c:13]1[cH:14][n:15]([CH:22]([CH3:23])[CH3:24])[c:16]2[cH:17][cH:18][cH:19][cH:20][c:21]12. Starting materials: C1CCC2(C1)CC(=O)OC(=O)C2 (3,3-tetramethyleneglutaric anhydride), NC=1C=NC=CC1 (3-aminopyridine). Solvent: C=1(C(=CC=CC1)C)C (xylene). Product: N1=CC(=CC=C1)N1C(CC2(CCCC2)CC1=O)=O (8-(3-pyridyl)-8-azaspiro[4,5]decan-7,9-dione). RXN SMILES: [CH2:1]1[CH2:5][C:4]2([CH2:12][C:10](=[O:11])[O:9][C:7](=O)[CH2:6]2)[CH2:3][CH2:2]1.[NH2:13][C:14]1[CH:15]=[N:16][CH:17]=[CH:18][CH:19]=1>C1(C)C(C)=CC=CC=1>[N:16]1[CH:17]=[CH:18][CH:19]=[C:14]([N:13]2[C:7](=[O:9])[CH2:6][C:4]3([CH2:3][CH2:2][CH2:1][CH2:5]3)[CH2:12][C:10]2=[O:11])[CH:15]=1. Procedure: The starting material is prepared as follows. The mixture of 16.8 g of 3,3-tetramethyleneglutaric anhydride, 9.4 g of 3-aminopyridine and 225 ml of xylene is stirred and refluxed for 48 hours while collecting the water formed. After cooling in the refrigerator the precipitate obtained is filtered off and recrystallized from 300 ml ethanol-hexane, to yield the 8-(3-pyridyl)-8-azaspiro[4,5]decan-7,9-dione melting at 153°-154°.